From a dataset of the Open Reaction Database (ORD), a public repository of structured organic reaction records. describe an organic reaction: reactants, conditions, products, and yield Reaction SMILES: [CH2:1]1[N:2]2[CH2:3][CH2:4][N:5]([CH2:6][CH2:7]2)[CH2:8]1.[CH2:9]([c:10]1[cH:11][cH:12][cH:13][cH:14][cH:15]1)[n:16]1[c:17](=[O:31])[c:18]([S:27](=[O:28])(=[O:29])[CH3:30])[c:19]([Cl:26])[c:20]2[cH:21][cH:22][cH:23][n:24][c:25]12.[CH3:47][N:48]1[CH2:49][CH2:50][CH2:51][C:52]1=[O:53].[Cl-:45].[N:32]1([C:38](=[O:39])[c:40]2[s:41][cH:42][cH:43][cH:44]2)[CH2:33][CH2:34][NH:35][CH2:36][CH2:37]1.[NH4+:46].[OH2:54]>>[CH2:9]([c:10]1[cH:11][cH:12][cH:13][cH:14][cH:15]1)[n:16]1[c:17](=[O:31])[c:18]([S:27](=[O:28])(=[O:29])[CH3:30])[c:19]([N:35]2[CH2:34][CH2:33][N:32]([C:38](=[O:39])[c:40]3[s:41][cH:42][cH:43][cH:44]3)[CH2:37][CH2:36]2)[c:20]2[cH:21][cH:22][cH:23][n:24][c:25]12. Starting materials: C1CN2CCN1CC2, CS(=O)(=O)c1c(Cl)c2cccnc2n(Cc2ccccc2)c1=O, CN1CCCC1=O, [Cl-], O=C(c1cccs1)N1CCNCC1, [NH4+], O. The product is CS(=O)(=O)c1c(N2CCN(C(=O)c3cccs3)CC2)c2cccnc2n(Cc2ccccc2)c1=O. The reactants are COC1=CC=C(C=C1)[Mg]Br (4-methoxyphenyl magnesium bromide), C1OC=2C=C(C=CC2O1)C1=C(C(C2=CC=CC=C12)=O)C(=O)OCC (ethyl 3-(3,4-methylenedioxyphenyl)-1-oxoindene-2-carboxylate), BrC1=CC=C(C=C1)OC (4-bromoanisole), [Mg] (magnesium). Run in CCOCC.C1CCOC1 (Et2O THF), CCOCC.C1CCOC1 (Et2O THF). Conditions: time 30 minute. Yields the product OC1(C(=C(C2=CC=CC=C12)C1=CC2=C(C=C1)OCO2)C(=O)OCC)C2=CC=C(C=C2)OC (Ethyl(1RS)-1-Hydroxy-1-(4-methoxyphenyl)-3-(3,4-methylenedioxyphenyl)indene-2-carboxylate). Isolated yield 77.4%. As a reaction SMILES: Br[C:2]1[CH:7]=[CH:6][C:5]([O:8][CH3:9])=[CH:4][CH:3]=1.[Mg].COC1C=CC([Mg]Br)=CC=1.[CH2:21]1[O:29][C:28]2[CH:27]=[CH:26][C:25]([C:30]3[C:38]4[C:33](=[CH:34][CH:35]=[CH:36][CH:37]=4)[C:32](=[O:39])[C:31]=3[C:40]([O:42][CH2:43][CH3:44])=[O:41])=[CH:24][C:23]=2[O:22]1>CCOCC.C1COCC1>[OH:39][C:32]1([C:2]2[CH:7]=[CH:6][C:5]([O:8][CH3:9])=[CH:4][CH:3]=2)[C:33]2[C:38](=[CH:37][CH:36]=[CH:35][CH:34]=2)[C:30]([C:25]2[CH:26]=[CH:27][C:28]3[O:29][CH2:21][O:22][C:23]=3[CH:24]=2)=[C:31]1[C:40]([O:42][CH2:43][CH3:44])=[O:41] |f:4.5|. Procedure details: A solution of 4-bromoanisole (0.89 g, 5.0 mmol) in 9:1 Et2O/THF (10 ml) was added to magnesium turnings (0.105 g, 5.0 mmol), and the resulting mixture was allowed to stir for 30 min. The resultant 4-methoxyphenyl magnesium bromide was added dropwise to a solution of ethyl 3-(3,4-methylenedioxyphenyl)-1-oxoindene-2-carboxylate (0.77 g, 2.4 mmol) in 10:1 Et2O/THF (55 ml) at 0° C. The resulting mixture was stirred at 0° C. for 1 h and was then partitioned between EtOAc and 1M HCl. The aqueous phase... Starting materials: C(C=C)NCC=C (diallylamine), [OH-].[Na+] (caustic soda), C([O-])([O-])=O.[Na+].[Na+] (sodium carbonate), N1=C(Cl)N=C(Cl)N=C1Cl (cyanuric chloride). Run in O1CCOCC1 (1,4-dioxane). Reaction conditions: temperature 60 celsius, time 3 hour. Yields the product ClC1=NC(=NC(=N1)Cl)N(CC=C)CC=C (4,6-dichloro-2-diallylamino-1,3,5-triazine). The yield is 50.0%. RXN SMILES: C(=O)([O-])[O-].[Na+].[Na+].[N:7]1[C:14]([Cl:15])=[N:13][C:11](Cl)=[N:10][C:8]=1[Cl:9].[CH2:16]([NH:19][CH2:20][CH:21]=[CH2:22])[CH:17]=[CH2:18].[OH-].[Na+]>O1CCOCC1>[Cl:15][C:14]1[N:7]=[C:8]([Cl:9])[N:10]=[C:11]([N:19]([CH2:20][CH:21]=[CH2:22])[CH2:16][CH:17]=[CH2:18])[N:13]=1 |f:0.1.2,5.6|. Reported procedure: After 10.6 g (0.10 mol) of sodium carbonate and 20.0 g (0.10 mol) of cyanuric chloride were added and dissolved into 140 g of 1,4-dioxane, 9.9 g (0.10 mol) of diallylamine was gradually added thereinto and further, 4.2 g (0.10 mol) of caustic soda was added thereinto. By generating the heat of reaction, the temperature of reaction solution was raised to about 60° C. and the reaction was continued at the temperature for 3 hours. Thereafter, the reaction mixture was cooled and filtered to remove t... The reactants are O=C([O-])[O-], COC(CN)OC, CC(=O)OC(C)=O, [K+], [K+], c1ccccc1. Yields the product COC(CNC(C)=O)OC. RXN SMILES: [C:8](=[O:9])([O-:10])[O-:11].[CH3:14][O:15][CH:16]([CH2:17][NH2:18])[O:19][CH3:20].[CH3:1][C:2](=[O:3])[O:4][C:5](=[O:6])[CH3:7].[K+:12].[K+:13].[cH:21]1[cH:22][cH:23][cH:24][cH:25][cH:26]1>>[CH3:1][C:2](=[O:3])[NH:18][CH2:17][CH:16]([O:15][CH3:14])[O:19][CH3:20].